This data is from the Open Reaction Database (ORD), a public repository of structured organic reaction records. The task is: describe an organic reaction: reactants, conditions, products, and yield Reactants: C(C1=CC=CC=C1)OC=1C=C(C=C2C=C(NC12)C=1SC(=CN1)C(=O)OCC)OC1=CC=C(C=C1)S(=O)(=O)C (ethyl 2-{7-(benzyloxy)-5-[4-(methylsulfonyl)phenoxy]-1H-indol-2-yl}-1,3-thiazole-5-carboxylate), [H-].[Al+3].[Li+].[H-].[H-].[H-] (lithium aluminum hydride), [Cl-].[NH4+] (ammonium chloride), [H][H] (hydrogen). Solvent: O1CCCC1 (tetrahydrofuran), C(C)O (ethanol). Reaction conditions: temperature 0 celsius, time 30 minute. The product is C(C1=CC=CC=C1)OC=1C=C(C=C2C=C(NC12)C=1SC(=CN1)CO)OC1=CC=C(C=C1)S(=O)(=O)C ((2-{7-(Benzyloxy)-5-[4-(methylsulfonyl)phenoxy]-1H-indol-2-yl}-1,3-thiazol-5-yl)methanol). Yield: 23.3%. As a reaction SMILES: [CH2:1]([O:8][C:9]1[CH:10]=[C:11]([O:28][C:29]2[CH:34]=[CH:33][C:32]([S:35]([CH3:38])(=[O:37])=[O:36])=[CH:31][CH:30]=2)[CH:12]=[C:13]2[C:17]=1[NH:16][C:15]([C:18]1[S:19][C:20]([C:23](OCC)=[O:24])=[CH:21][N:22]=1)=[CH:14]2)[C:2]1[CH:7]=[CH:6][CH:5]=[CH:4][CH:3]=1.[H-].[Al+3].[Li+].[H-].[H-].[H-].[H][H].[Cl-].[NH4+]>O1CCCC1.C(O)C>[CH2:1]([O:8][C:9]1[CH:10]=[C:11]([O:28][C:29]2[CH:34]=[CH:33][C:32]([S:35]([CH3:38])(=[O:36])=[O:37])=[CH:31][CH:30]=2)[CH:12]=[C:13]2[C:17]=1[NH:16][C:15]([C:18]1[S:19][C:20]([CH2:23][OH:24])=[CH:21][N:22]=1)=[CH:14]2)[C:2]1[CH:7]=[CH:6][CH:5]=[CH:4][CH:3]=1 |f:1.2.3.4.5.6,8.9|. Reported procedure: To a solution of ethyl 2-{7-(benzyloxy)-5-[4-(methylsulfonyl)phenoxy]-1H-indol-2-yl}-1,3-thiazole-5-carboxylate (242 mg) in tetrahydrofuran (25 mL) was added lithium aluminum hydride (50 mg) at 0° C. After the mixture was stirred at 0° C. for 30 min, ethanol was added dropwise until hydrogen did not generate. A saturated aqueous ammonium chloride solution was added to the mixture and the resulting yellow suspension was filtered through celite. The filtrate was concentrated and the residue was pu... The reactants are C(C)(C)(C)OC(=O)N1CCN(CCC1)C1=NC2=C(N1)C=CC=C2 (1-(t-butoxycarbonyl)-4-(1H-benzimidazol-2-yl)[1,4]diazepane), [H-].[Na+] (sodium hydride), FC1=CC=C(CBr)C=C1 (4-fluorobenzyl bromide). Run in CN(C=O)C (dimethylformamide). Conditions: temperature 80 celsius, time 30 minute. Product: FC1=CC=C(CN2C(=NC3=C2C=CC=C3)N3CCNCCC3)C=C1 (1-(4-fluorobenzyl-1H-benzimidazol-2-yl)[1,4]diazepane). Reaction SMILES: C(OC([N:8]1[CH2:14][CH2:13][CH2:12][N:11]([C:15]2[NH:19][C:18]3[CH:20]=[CH:21][CH:22]=[CH:23][C:17]=3[N:16]=2)[CH2:10][CH2:9]1)=O)(C)(C)C.[H-].[Na+].[F:26][C:27]1[CH:34]=[CH:33][C:30]([CH2:31]Br)=[CH:29][CH:28]=1>CN(C)C=O>[F:26][C:27]1[CH:34]=[CH:33][C:30]([CH2:31][N:19]2[C:18]3[CH:20]=[CH:21][CH:22]=[CH:23][C:17]=3[N:16]=[C:15]2[N:11]2[CH2:12][CH2:13][CH2:14][NH:8][CH2:9][CH2:10]2)=[CH:29][CH:28]=1 |f:1.2|. Reported procedure: Combine 1-(t-butoxycarbonyl)-4-(1H-benzimidazol-2-yl)[1,4]diazepane (1.5 g, 5.03 mmol) and dimethylformamide (30 mL). Add sodium hydride (0.27 g, 60%n in oil, 6.5 mmol). After 30 minutes, add 4-fluorobenzyl bromide (1.0 mL, 8.03 mmol). Heat to 80° C. After 2 hours, cool to ambient temperature and partition the reaction mixture between dichloromethane and a saturated aqueous sodium bicarbonate solutions. Separate the layers and extract the organic layer with brine. Dry the organic layer over MgSO... The reactants are C(Cl)Cl (CH2Cl2), FC1=C(C=CC(=C1)B1OC(C(O1)(C)C)(C)C)C=1N=CC(=NC1)N (5-(2-Fluoro-4-(4,4,5,5-tetramethyl-1,3,2-dioxaborolan-2-yl)phenyl)pyrazin-2-amine), BrC1=C(C=CC=C1)S(=O)(=O)NCCO (2-bromo-N-(2-hydroxyethyl)benzenesulfonamide), C(=O)([O-])[O-].[Na+].[Na+] (Na2CO3). The solvent is C(C)OC(C)=O (ethylacetate), O (water), O1CCOCC1 (1,4-Dioxane). Reaction conditions: temperature 80 celsius, time 10 minute. Yields the product NC=1N=CC(=NC1)C1=C(C=C(C=C1)C=1C(=CC=CC1)S(=O)(=O)NCCO)F (4′-(5-Aminopyrazin-2-yl)-3′-fluoro-N-(2-hydroxyethyl)biphenyl-2-sulfonamide). Reaction SMILES: [F:1][C:2]1[CH:7]=[C:6](B2OC(C)(C)C(C)(C)O2)[CH:5]=[CH:4][C:3]=1[C:17]1[N:18]=[CH:19][C:20]([NH2:23])=[N:21][CH:22]=1.Br[C:25]1[CH:30]=[CH:29][CH:28]=[CH:27][C:26]=1[S:31]([NH:34][CH2:35][CH2:36][OH:37])(=[O:33])=[O:32].C([O-])([O-])=O.[Na+].[Na+].C(Cl)Cl>C(OC(=O)C)C.O.O1CCOCC1>[NH2:23][C:20]1[N:21]=[CH:22][C:17]([C:3]2[CH:4]=[CH:5][C:6]([C:25]3[C:26]([S:31]([NH:34][CH2:35][CH2:36][OH:37])(=[O:33])=[O:32])=[CH:27][CH:28]=[CH:29][CH:30]=3)=[CH:7][C:2]=2[F:1])=[N:18][CH:19]=1 |f:2.3.4|. Reported procedure: 5-(2-Fluoro-4-(4,4,5,5-tetramethyl-1,3,2-dioxaborolan-2-yl)phenyl)pyrazin-2-amine (40 mg, 0.13 mmol) and 2-bromo-N-(2-hydroxyethyl)benzenesulfonamide (53 mg, 0.19 mmol) were added to a 5 mL sealable vial equipped with a stir bar. 1,4-Dioxane (0.7 mL) and Na2CO3 (0.3 mL, 2 M) were added. Argon was bubbled through the solvent while it was rapidly stirred for 10 min before adding Pd(dppf)Cl2.CH2Cl2 (5 mg, 0.006 mmol) and heating the mixture heated 15 hours at 80° Celsius. The reaction was cooled to... The product is [Br-].FC1=CC=C(OCCCC[P+](C2=CC=CC=C2)(C2=CC=CC=C2)C2=CC=CC=C2)C=C1 ([4-(4-fluorophenoxy]butyl]triphenylphosphonium bromide). Reported procedure: A solution of 1-(4-bromobutoxy)-4-fluorobenzene (2.56 g) and triphenylphosphine (2.72 g) in toluene (10 mL) was heated under reflux for 24 hours. The reaction mixture was allowed to cool to room temperature, and the precipitated solid was collected by filtration and dried to obtain [4-(4-fluorophenoxy]butyl]triphenylphosphonium bromide (2.06 g). Yield: 39.0%. Solvent: C1(=CC=CC=C1)C (toluene). The reactants are BrCCCCOC1=CC=C(C=C1)F (1-(4-bromobutoxy)-4-fluorobenzene), C1(=CC=CC=C1)P(C1=CC=CC=C1)C1=CC=CC=C1 (triphenylphosphine). As a reaction SMILES: [Br:1][CH2:2][CH2:3][CH2:4][CH2:5][O:6][C:7]1[CH:12]=[CH:11][C:10]([F:13])=[CH:9][CH:8]=1.[C:14]1([P:20]([C:27]2[CH:32]=[CH:31][CH:30]=[CH:29][CH:28]=2)[C:21]2[CH:26]=[CH:25][CH:24]=[CH:23][CH:22]=2)[CH:19]=[CH:18][CH:17]=[CH:16][CH:15]=1>C1(C)C=CC=CC=1>[Br-:1].[F:13][C:10]1[CH:11]=[CH:12][C:7]([O:6][CH2:5][CH2:4][CH2:3][CH2:2][P+:20]([C:21]2[CH:22]=[CH:23][CH:24]=[CH:25][CH:26]=2)([C:27]2[CH:32]=[CH:31][CH:30]=[CH:29][CH:28]=2)[C:14]2[CH:15]=[CH:16][CH:17]=[CH:18][CH:19]=2)=[CH:8][CH:9]=1 |f:3.4|. The reactants are NC1=CC=C(C=C1)CC(=O)O (p-Aminophenylacetic acid), [OH-].C(CCC)[N+](CCCC)(CCCC)CCCC (tetrabutylammonium hydroxide). Yields the product NC1=CC=C(C=C1)CC(=O)[O-].C(CCC)[N+](CCCC)(CCCC)CCCC (tetrabutylammonium p-aminophenylacetate). As a reaction SMILES: [NH2:1][C:2]1[CH:7]=[CH:6][C:5]([CH2:8][C:9]([OH:11])=[O:10])=[CH:4][CH:3]=1.[OH-].[CH2:13]([N+:17]([CH2:26][CH2:27][CH2:28][CH3:29])([CH2:22][CH2:23][CH2:24][CH3:25])[CH2:18][CH2:19][CH2:20][CH3:21])[CH2:14][CH2:15][CH3:16]>>[NH2:1][C:2]1[CH:3]=[CH:4][C:5]([CH2:8][C:9]([O-:11])=[O:10])=[CH:6][CH:7]=1.[CH2:26]([N+:17]([CH2:13][CH2:14][CH2:15][CH3:16])([CH2:18][CH2:19][CH2:20][CH3:21])[CH2:22][CH2:23][CH2:24][CH3:25])[CH2:27][CH2:28][CH3:29] |f:1.2,3.4|. Procedure details: p-Aminophenylacetic acid (3.02 g) was dissolved in 51.9 g of 10% aqueous tetrabutylammonium hydroxide, and the solution was evaporated under reduced pressure to an amber oil. Upon further drying at 0.1 mm pressure at room temperature, a green solid was obtained. After rinsing with tetrahydrofuran there was obtained 4.696 g of nearly colorless crystals of tetrabutylammonium p-aminophenylacetate. Reactants: CC=1N=NC2=NC(=NC(C21)=O)C2=CC=NC=C2 (3-methyl-6-(4-pyridyl)-pyrazolo[3,4-d]-pyrimidin-4-one), O1CCC=C1 (2,3-dihydrofuran), CCOCC (Et2O), B(F)(F)F (BF3). The solvent is CN(C)C=O (DMF). Run at time 108 hour. The product is O1C(CCC1)N1NC(=C2C1=NC(=NC2=O)C2=CC=NC=C2)C (1-(2-tetrahydrofuranyl)-3-methyl-6-(4-pyridyl)-pyrazolo[3,4-d]pyrimidin-4-one). Yield: 37.0%. Reaction SMILES: [CH3:1][C:2]1[N:3]=[N:4][C:5]2[C:10]=1[C:9](=[O:11])[N:8]=[C:7]([C:12]1[CH:17]=[CH:16][N:15]=[CH:14][CH:13]=1)[N:6]=2.[O:18]1[CH:22]=[CH:21][CH2:20][CH2:19]1.B(F)(F)F.CCOCC>CN(C=O)C>[O:18]1[CH2:22][CH2:21][CH2:20][CH:19]1[N:4]1[C:5]2=[N:6][C:7]([C:12]3[CH:17]=[CH:16][N:15]=[CH:14][CH:13]=3)=[N:8][C:9](=[O:11])[C:10]2=[C:2]([CH3:1])[NH:3]1. Reported procedure: A solution of 3-methyl-6-(4-pyridyl)-pyrazolo[3,4-d]-pyrimidin-4-one (2.3 g, 0.01 mol), DMF (50 ml) and 2,3-dihydrofuran (14.0 g, 0.20 mol) was stirred at 0° C. for 10 minutes and BF3. Et2O (1.5 ml, 0.012 mol) was added dropwise. The reaction mixture was warmed to room temperature and stirred for 108 hours. The reaction was quenched with concentrated ammonium hydroxide until pH of 7.5 and the resulting precipitate was collected by filtration. The solid residue was taken up in isopropanol (200 ml... Reactants: O (water), COC=1C=C(C=CC1OC)O (3,4-dimethoxyphenol), [H-].[Na+] (sodium hydride), O1C(C=CC=C1)OCCBr (2-(2-Pyranyloxy)ethylbromide). Solvent: CC(=O)N(C)C (DMA). Conditions: time 20 minute. Yields the product COC=1C=C(OCCO)C=CC1OC (2-(3,4-Dimethoxyphenoxy)ethanol). Reaction SMILES: [CH3:1][O:2][C:3]1[CH:4]=[C:5]([OH:11])[CH:6]=[CH:7][C:8]=1[O:9][CH3:10].[H-].[Na+].[O:14]1C=CC=[CH:16][CH:15]1OCCBr.O>CC(N(C)C)=O>[CH3:1][O:2][C:3]1[CH:4]=[C:5]([CH:6]=[CH:7][C:8]=1[O:9][CH3:10])[O:11][CH2:16][CH2:15][OH:14] |f:1.2|. Procedure details: A mixture of 3,4-dimethoxyphenol (155 mg, 1.0 mmol) and 60% sodium hydride (50 mg, 1.25 mmol) in DMA (6 ml) was stirred for 20 min under an atmosphere of nitrogen. 2-(2-Pyranyloxy)ethylbromide (220 mg, 1.0 mmol) was added dropwise. The reaction mixture was stirred for 6 hours at room temperature and then the mixture was poured into water (100 ml). The mixture was extracted with ethyl acetate (2×30 ml) and the combined organic extracts were dried (MgSO4). The organic phase was concentrated and th...